From a dataset of the Open Reaction Database (ORD), a public repository of structured organic reaction records. describe an organic reaction: reactants, conditions, products, and yield Starting materials: CN=C=O (Methyl isocyanate), FC1=C(N)C=CC(=C1)F (2,4-difluoroaniline). Run in C1(=CC=CC=C1)C (toluene). Conditions: time 1 hour. The product is FC1=C(C=CC(=C1)F)NC(=O)NC (2,4-Difluorophenyl-3-methylurea). As a reaction SMILES: [CH3:1][N:2]=[C:3]=[O:4].[F:5][C:6]1[CH:12]=[C:11]([F:13])[CH:10]=[CH:9][C:7]=1[NH2:8]>C1(C)C=CC=CC=1>[F:5][C:6]1[CH:12]=[C:11]([F:13])[CH:10]=[CH:9][C:7]=1[NH:8][C:3]([NH:2][CH3:1])=[O:4]. Procedure details: Methyl isocyanate (9.6 g, 10 mL, 0.174 mol) is added to a solution of 2,4-difluoroaniline (15 g, 0.116 mol) in toluene. The reaction mixture is stirred for 1 hour and filtered to obtain a solid. The solid is washed with hexanes and air-dried to give the title product as an off-white solid, mp 182°-183° C. Starting materials: ClCCl, Cc1ccc(-c2cc(C(=O)OC(C)(C)C)cc(C(N)C(F)(F)F)c2)nc1, O=C(O)C(F)(F)F. The product is Cc1ccc(-c2cc(C(=O)O)cc(C(N)C(F)(F)F)c2)nc1. Reaction SMILES: [Cl:34][CH2:35][Cl:36].[NH2:1][CH:2]([C:3]([F:4])([F:5])[F:6])[c:7]1[cH:8][c:9]([C:10](=[O:11])[O:12][C:13]([CH3:14])([CH3:15])[CH3:16])[cH:17][c:18](-[c:20]2[n:21][cH:22][c:23]([CH3:26])[cH:24][cH:25]2)[cH:19]1.[OH:27][C:28]([C:29]([F:30])([F:31])[F:32])=[O:33]>>[NH2:1][CH:2]([C:3]([F:4])([F:5])[F:6])[c:7]1[cH:8][c:9]([C:10](=[O:11])[OH:12])[cH:17][c:18](-[c:20]2[n:21][cH:22][c:23]([CH3:26])[cH:24][cH:25]2)[cH:19]1. Starting materials: CC1CN(Cc2ccccc2)CC1c1nc2c(cnn2C2CCOCC2)c(=O)[nH]1, CO, Cl, [OH-], [OH-], [Pd+2]. Product: CC1CNCC1c1nc2c(cnn2C2CCOCC2)c(=O)[nH]1. Reaction SMILES: [CH2:1]([c:2]1[cH:3][cH:4][cH:5][cH:6][cH:7]1)[N:8]1[CH2:9][CH:10]([c:14]2[nH:15][c:16](=[O:29])[c:17]3[c:18]([n:19]2)[n:20]([CH:23]2[CH2:24][CH2:25][O:26][CH2:27][CH2:28]2)[n:21][cH:22]3)[CH:11]([CH3:13])[CH2:12]1.[CH3:31][OH:32].[ClH:30].[OH-:33].[OH-:35].[Pd+2:34]>>[NH:8]1[CH2:9][CH:10]([c:14]2[nH:15][c:16](=[O:29])[c:17]3[c:18]([n:19]2)[n:20]([CH:23]2[CH2:24][CH2:25][O:26][CH2:27][CH2:28]2)[n:21][cH:22]3)[CH:11]([CH3:13])[CH2:12]1. Reactants: [BH4-].[Li+] (lithium borohydride), Cl[Si](C)(C)C (chlorotrimethylsilane), C1(CC1)C1=CC=C(C(=N1)N(C)C)\C=C\[N+](=O)[O-] ((E)-6-Cyclopropyl-N,N-dimethyl-3-(2-nitrovinyl)pyridin-2-amine). The solvent is C1CCOC1 (THF). Reaction conditions: temperature 0 celsius, time 15 minute. Yields the product NCCC=1C(=NC(=CC1)C1CC1)N(C)C (3-(2-aminoethyl)-6-cyclopropyl-N,N-dimethylpyridin-2-amine). Yield: 98.9%. Reaction SMILES: [BH4-].[Li+].Cl[Si](C)(C)C.[CH:8]1([C:11]2[N:16]=[C:15]([N:17]([CH3:19])[CH3:18])[C:14](/[CH:20]=[CH:21]/[N+:22]([O-])=O)=[CH:13][CH:12]=2)[CH2:10][CH2:9]1>C1COCC1>[NH2:22][CH2:21][CH2:20][C:14]1[C:15]([N:17]([CH3:18])[CH3:19])=[N:16][C:11]([CH:8]2[CH2:9][CH2:10]2)=[CH:12][CH:13]=1 |f:0.1|. Reported procedure: To a stirred solution of lithium borohydride (1055 μL, 2.11 mmol) (in 2 mL of THF) was added chlorotrimethylsilane (535 μL, 4.22 mmol) dropwise. After stirring for 15 minutes, Argon was bubbled through the reaction mixture for 2 minutes to eliminate any trimethylsilane in the reaction mixture. (E)-6-Cyclopropyl-N,N-dimethyl-3-(2-nitrovinyl)pyridin-2-amine (123 mg, 0.527 mmol) was added (in 1 mL of THF). The reaction was heated to reflux for 2 hours, cooled to 0° C. and carefully quenched with me... The reactants are [OH-].[K+] (KOH), CS(=O)(=O)OC(C(C)N1N=CN(C1=O)C1=CC=C(C=C1)N1CCN(CC1)C1=CC=C(C=C1)OC)C (2,4-dihydro-2-(2-methanesulfonyloxy-1-methylpropyl)-4-[4-[4-(4-methoxyphenyl)-1-piperazinyl]phenyl]-3H-1,2,4-triazol-3-one). The solvent is CO (CH3OH), O1CCCC1 (tetrahydrofuran). Conditions: temperature 100 celsius, time 4 hour. The product is OC(C(C)N1N=CN(C1=O)C1=CC=C(C=C1)N1CCN(CC1)C1=CC=C(C=C1)OC)C (2,4-dihydro-2-(2-hydroxy-1-methylpropyl)-4-[4-[4-(4-methoxyphenyl)-1-piperazinyl]phenyl]-3H-1,2,4-triazol-3-one). Reaction SMILES: CS([O:5][CH:6]([CH3:35])[CH:7]([N:9]1[C:13](=[O:14])[N:12]([C:15]2[CH:20]=[CH:19][C:18]([N:21]3[CH2:26][CH2:25][N:24]([C:27]4[CH:32]=[CH:31][C:30]([O:33][CH3:34])=[CH:29][CH:28]=4)[CH2:23][CH2:22]3)=[CH:17][CH:16]=2)[CH:11]=[N:10]1)[CH3:8])(=O)=O.[OH-].[K+]>CO.O1CCCC1>[OH:5][CH:6]([CH3:35])[CH:7]([N:9]1[C:13](=[O:14])[N:12]([C:15]2[CH:16]=[CH:17][C:18]([N:21]3[CH2:22][CH2:23][N:24]([C:27]4[CH:28]=[CH:29][C:30]([O:33][CH3:34])=[CH:31][CH:32]=4)[CH2:25][CH2:26]3)=[CH:19][CH:20]=2)[CH:11]=[N:10]1)[CH3:8] |f:1.2|. Procedure details: According to the precedure described in Nakamura et al. (J.A.C.S. 1985, 107 p2138), intermediate 5d (0.001 mol) was added to a solution of KOH (0.03 g) in CH3OH (7 ml) and tetrahydrofuran (3 ml). The mixture was stirred at 100° C. for 4 hours, yielding [S—(R*,R*)]-2,4-dihydro-2-(2-hydroxy-1-methylpropyl)-4-[4-[4-(4-methoxyphenyl)-1-piperazinyl]phenyl]-3H-1,2,4-triazol-3-one (interm. 5c). The reactants are CCSc1nnc(CO)n1CC(C)C, ClC(Cl)Cl, O=S(Cl)Cl. Yields the product CCSc1nnc(CCl)n1CC(C)C, Cl. Reaction SMILES: [CH2:1]([CH3:2])[S:3][c:4]1[n:5]([CH2:11][CH:12]([CH3:13])[CH3:14])[c:6]([CH2:9][OH:10])[n:7][n:8]1.[CH:15]([Cl:16])([Cl:17])[Cl:18].[S:19]([Cl:20])([Cl:21])=[O:22]>>[CH2:1]([CH3:2])[S:3][c:4]1[n:5]([CH2:11][CH:12]([CH3:13])[CH3:14])[c:6]([CH2:15][Cl:18])[n:7][n:8]1.[ClH:16]. Reactants: CCCCCC, CO, CC(C)C(O)C(=O)O. The product is COC(=O)C(O)C(C)C. Reaction SMILES: [CH3:11][CH2:12][CH2:13][CH2:14][CH2:15][CH3:16].[CH3:9][OH:10].[OH:1][CH:2]([C:3](=[O:4])[OH:5])[CH:6]([CH3:7])[CH3:8]>>[OH:1][CH:2]([C:3](=[O:4])[O:5][CH3:9])[CH:6]([CH3:7])[CH3:8]. The reactants are C(C=C)(=O)OC (methyl acrylate), CN(C)CCCN (dimethylaminopropylamine), C[O-].[Na+] (sodium methoxide). The product is CN(C)CCCNC(C(C)NCC(C)N(C)C)=O (N-dimethylaminopropyl-beta-dimethylaminopropylaminopropionamide). RXN SMILES: [C:1](OC)(=O)[CH:2]=[CH2:3].[CH3:7][N:8]([CH2:10][CH2:11][CH2:12][NH2:13])[CH3:9].[CH3:14][O-:15].[Na+]>>[CH3:7][N:8]([CH2:10][CH2:11][CH2:12][NH:13][C:14](=[O:15])[CH:12]([NH:13][CH2:1][CH:2]([N:8]([CH3:9])[CH3:7])[CH3:3])[CH3:11])[CH3:9] |f:2.3|. Procedure: To 4 moles of methyl acrylate were added 8.8 moles of dimethylaminopropylamine and the mixture was subjected to an addition reaction in the same manner as in Comparative Example 2. Then sodium methoxide was added thereto to conduct the amidation reaction. After completion of the reaction, the low-boiling-point substances were removed by distillation to give a crude N-dimethylaminopropyl-beta-dimethylaminopropylaminopropionamide. This contained about 13% of high-boiling-point impurities.